describe an organic reaction: reactants, conditions, products, and yield From a dataset of the Open Reaction Database (ORD), a public repository of structured organic reaction records. The reactants are N#Cc1ccc(C(N)=O)cc1, CCOC(OCC)N(C)C. Product: CN(C)C=NC(=O)c1ccc(C#N)cc1. Reaction SMILES: [C:1](#[N:2])[c:3]1[cH:4][cH:5][c:6]([C:7](=[O:8])[NH2:9])[cH:10][cH:11]1.[CH2:12]([O:13][CH:15]([O:14][CH2:19][CH3:20])[N:16]([CH3:17])[CH3:18])[CH3:21]>>[C:1](#[N:2])[c:3]1[cH:4][cH:5][c:6]([C:7](=[O:8])[N:9]=[CH:15][N:16]([CH3:17])[CH3:18])[cH:10][cH:11]1. The reactants are BrC1=CC=C(C=C1)[C@@H]1CC(CC1)=O ((S)-3-(4-bromophenyl)cyclopentanone), CO (MeOH), C(C)(=O)[O-].[Na+] (sodium acetate), Cl.NO (hydroxylamine hydrochloride). Run in CC(C)(C)OC (MTBE). Reaction conditions: time 10 minute. Yields the product BrC1=CC=C(C=C1)[C@@H]1CC(CC1)=NO ((S)-3-(4-bromophenyl)cyclopentanone oxime). Isolated yield 95.2%. RXN SMILES: [Br:1][C:2]1[CH:7]=[CH:6][C:5]([C@H:8]2[CH2:12][CH2:11][C:10](=O)[CH2:9]2)=[CH:4][CH:3]=1.CO.C([O-])(=O)C.[Na+].Cl.[NH2:22][OH:23]>CC(OC)(C)C>[Br:1][C:2]1[CH:7]=[CH:6][C:5]([C@H:8]2[CH2:12][CH2:11][C:10](=[N:22][OH:23])[CH2:9]2)=[CH:4][CH:3]=1 |f:2.3,4.5|. Procedure: A slurry of (S)-3-(4-bromophenyl)cyclopentanone (prepared according to J. Org. Chem., 2009, 74, 929; 10.9 g, 45.5 mmol), MeOH (110 mL), sodium acetate (5.59 g, 68.2 mmol), and hydroxylamine hydrochloride (4.74 g, 68.2 mmol) was stirred at room temperature. After 10 minutes, LCMS showed complete reaction. Diluted with MTBE (300 mL) and washed with water (100 mL) and brine (50 mL). The organic layer was dried (Na2SO4), filtered, and concentrated. The residue was purified by silica gel chromatograp... Starting materials: C([O-])([O-])=O.[K+].[K+] (potassium carbonate), CC=1N=C(SC1)NC1=NC=CC(=C1)OC=1C=C(C=CC1)O (3-(2-(4-methylthiazol-2-ylamino)pyridin-4-yloxy)phenol), BrCC(=O)OC(C)(C)C (tert-butyl 2-bromoacetate). The solvent is CN(C)C=O (DMF). The product is CC=1N=C(SC1)NC1=NC=CC(=C1)OC=1C=C(OCC(=O)OC(C)(C)C)C=CC1 (tert-Butyl 2-(3-(2-(4-methylthiazol-2-ylamino)-pyridin-4-yloxy)phenoxy)acetate). Reaction SMILES: C(=O)([O-])[O-].[K+].[K+].[CH3:7][C:8]1[N:9]=[C:10]([NH:13][C:14]2[CH:19]=[C:18]([O:20][C:21]3[CH:22]=[C:23]([OH:27])[CH:24]=[CH:25][CH:26]=3)[CH:17]=[CH:16][N:15]=2)[S:11][CH:12]=1.Br[CH2:29][C:30]([O:32][C:33]([CH3:36])([CH3:35])[CH3:34])=[O:31]>CN(C=O)C>[CH3:7][C:8]1[N:9]=[C:10]([NH:13][C:14]2[CH:19]=[C:18]([O:20][C:21]3[CH:22]=[C:23]([CH:24]=[CH:25][CH:26]=3)[O:27][CH2:29][C:30]([O:32][C:33]([CH3:36])([CH3:35])[CH3:34])=[O:31])[CH:17]=[CH:16][N:15]=2)[S:11][CH:12]=1 |f:0.1.2|. Reported procedure: A mixture of potassium carbonate (3.00 g, 21.7 mmol), 3-(2-(4-methylthiazol-2-ylamino)pyridin-4-yloxy)phenol (0.750 g; 2.51 mmol), and tert-butyl 2-bromoacetate (0.489 g, 2.51 mmol) was stirred in DMF (20 mL) overnight at room temperature. The reaction mixture was partitioned between ethyl acetate and water, and the ethyl acetate was washed with water and brine, dried and concentrated. The residue was purified via MPLC (Biotage) eluting with 3:2 hexane:ethyl acetate to afford the desired product...